This data is from the Open Reaction Database (ORD), a public repository of structured organic reaction records. The task is: describe an organic reaction: reactants, conditions, products, and yield The reactants are CCOC(=O)C(C(C)C)N(Cc1ccccc1)c1ccc(F)c(Cl)c1, CCOCC, O. Yields the product CC(C)C(CO)N(Cc1ccccc1)c1ccc(F)c(Cl)c1. Reaction SMILES: [CH2:1]([c:2]1[cH:3][cH:4][cH:5][cH:6][cH:7]1)[N:8]([CH:9]([CH:10]([CH3:11])[CH3:12])[C:13](=[O:14])[O:15][CH2:16][CH3:17])[c:18]1[cH:19][c:20]([Cl:25])[c:21]([F:24])[cH:22][cH:23]1.[CH3:26][CH2:27][O:28][CH2:29][CH3:30].[OH2:31]>>[CH2:1]([c:2]1[cH:3][cH:4][cH:5][cH:6][cH:7]1)[N:8]([CH:9]([CH:10]([CH3:11])[CH3:12])[CH2:13][OH:14])[c:18]1[cH:19][c:20]([Cl:25])[c:21]([F:24])[cH:22][cH:23]1. The reactants are ClC1=NC=CC=C1S(=O)(=O)N1CCC2(CCN(C2=O)C2=CC=C(C=C2)OC(F)(F)F)CC1 (8-(2-Chloro-pyridine-3-sulfonyl)-2-(4-trifluoromethoxy-phenyl)-2,8-diaza-spiro[4.5]decan-1-one), CC(CO)N (DL-2-amino-1-propanol). Product: OCC(C)NC1=NC=CC=C1S(=O)(=O)N1CCC2(CCN(C2=O)C2=CC=C(C=C2)OC(F)(F)F)CC1 (8-[2-(2-Hydroxy-1-methyl-ethylamino)-pyridine-3-sulfonyl]-2-(4-trifluoromethoxy-phenyl)-2,8-diaza-spiro[4.5]decan-1-one). As a reaction SMILES: Cl[C:2]1[C:7]([S:8]([N:11]2[CH2:32][CH2:31][C:14]3([C:18](=[O:19])[N:17]([C:20]4[CH:25]=[CH:24][C:23]([O:26][C:27]([F:30])([F:29])[F:28])=[CH:22][CH:21]=4)[CH2:16][CH2:15]3)[CH2:13][CH2:12]2)(=[O:10])=[O:9])=[CH:6][CH:5]=[CH:4][N:3]=1.[CH3:33][CH:34]([NH2:37])[CH2:35][OH:36]>>[OH:36][CH2:35][CH:34]([NH:37][C:2]1[C:7]([S:8]([N:11]2[CH2:32][CH2:31][C:14]3([C:18](=[O:19])[N:17]([C:20]4[CH:25]=[CH:24][C:23]([O:26][C:27]([F:28])([F:30])[F:29])=[CH:22][CH:21]=4)[CH2:16][CH2:15]3)[CH2:13][CH2:12]2)(=[O:9])=[O:10])=[CH:6][CH:5]=[CH:4][N:3]=1)[CH3:33]. Procedure: The title compound was prepared in analogy to example 189 from 8-(2-chloro-pyridine-3-sulfonyl)-2-(4-trifluoromethoxy-phenyl)-2,8-diaza-spiro[4.5]decan-1-one (described in example 188) and DL-2-amino-1-propanol. White solid. MS (ESI): 529.3 (MH+).